describe an organic reaction: reactants, conditions, products, and yield From a dataset of the Open Reaction Database (ORD), a public repository of structured organic reaction records. Reactants: P(=O)(Cl)(Cl)Cl (phosphorus oxychloride), C(C)OCC.O (diethyl ether water), CC1=NC=2CCCCC2C(N1)=O (5,6,7,8-tetrahydro-2-methyl-4-quinazolone), ice. The reagents and catalysts are CN(C1=CC=CC=C1)C (dimethylaniline). Solvent: C1(=CC=CC=C1)C (toluene). Conditions: time 5 minute. Yields the product ClC1=NC(=NC=2CCCCC12)C (4-chloro-5,6,7,8-tetrahydro-2-methylquinazoline). Isolated yield 95.0%. RXN SMILES: P(Cl)(Cl)([Cl:3])=O.[CH3:6][C:7]1[NH:16][C:15](=O)[C:14]2[CH2:13][CH2:12][CH2:11][CH2:10][C:9]=2[N:8]=1.C(OCC)C.O>CN(C)C1C=CC=CC=1.C1(C)C=CC=CC=1>[Cl:3][C:15]1[C:14]2[CH2:13][CH2:12][CH2:11][CH2:10][C:9]=2[N:8]=[C:7]([CH3:6])[N:16]=1 |f:2.3|. Reported procedure: To a mixture of 4.5 mL of phosphorus oxychloride and 20 drops of dimethylaniline in 50 mL of toluene was added 4.2 g of 5,6,7,8-tetrahydro-2-methyl-4-quinazolone. The resulting mixture was refluxed for 3 hours and then cooled to room temperature. The reaction mixture was poured into a ice cold aqueous potassium carbonate. After stirring for 5 minutes the mixture was added to diethyl ether/water. The organic layer was recovered washed with brine, dried over anhydrous magnesium sulfate, filtered a... Starting materials: C1(CC(CCC1)=O)=O (1,3-cyclohexanedione), aqueous solution, ClCC=O (chloroacetaldehyde), C([O-])([O-])=O.[K+].[K+] (potassium carbonate). The solvent is O (water). Reaction conditions: time 45 hour. Product: O=C1CCCC2=C1C=CO2 (4-oxo-4,5,6,7-tetrahydrobenzofuran). Yield: 68.0%. RXN SMILES: [C:1]1(=[O:8])[CH2:6][CH2:5][CH2:4][C:3](=[O:7])[CH2:2]1.C(=O)([O-])[O-].[K+].[K+].Cl[CH2:16][CH:17]=O>O>[O:7]=[C:3]1[C:2]2[CH:16]=[CH:17][O:8][C:1]=2[CH2:6][CH2:5][CH2:4]1 |f:1.2.3|. Reported procedure: To a mixture of 1.12 g (10 mmoles) of 1,3-cyclohexanedione and 8 ml of water was added 1.38 g (10 mmoles) of potassium carbonate, and then 2 ml of 40% aqueous solution of chloroacetaldehyde was added thereto. The resulting mixture was stirred at a room temperature for 45 hours. The reaction mixture was maintained at a pH of from 7.75 to 9.50 throughout the reaction. After completing the reaction, the obtained reaction mixture was treated and analyzed in the same manner as in Example 1. It was pr... Reactants: CC(CC=CC(C)=O)CC(C)C (6,8-dimethyl-3-nonen-2-one), O (water), saturated solution, C(C(O)C(O)C(=O)O)(=O)O (tartaric acid), [BH4-].[Na+] (sodium borohydride). Run in C(C)O (ethanol), CCOCC (ether). Run at temperature 25 celsius, time 3 hour. The product is CC(CC=CC(C)O)CC(C)C (6,8-dimethyl-3-nonen-2-ol). Yield: 494.1%. Reaction SMILES: [CH3:1][CH:2]([CH2:9][CH:10]([CH3:12])[CH3:11])[CH2:3][CH:4]=[CH:5][C:6](=[O:8])[CH3:7].O.[BH4-].[Na+].C(O)(=O)C(C(C(O)=O)O)O>CCOCC.C(O)C>[CH3:1][CH:2]([CH2:9][CH:10]([CH3:12])[CH3:11])[CH2:3][CH:4]=[CH:5][CH:6]([OH:8])[CH3:7] |f:2.3|. Procedure: 58, 9 g of 6,8-dimethyl-3-nonen-2-one, 25 ml of water and 70 ml of ethanol are added to a 250 ml round flask which is provided with a stirrer and a thermometer. 8 g of sodium borohydride are added slowly while maintaining the temperature below 25° C. by cooling with a cold water bath. The mixture is now stirred at 25° C. for 3 hours. 50 ml of a saturated solution of tartaric acid and 100 ml of ether are added to the reaction mixture. The organic layer is then washed with brine until neutral. The... Reactants: N#Cc1nccc(-c2sc(N3CCOCC3)nc2-c2cccc(NS(=O)(=O)c3cc(F)ccc3F)c2F)n1, CC(C)C[AlH]CC(C)C, ClCCl. The product is NCc1nccc(-c2sc(N3CCOCC3)nc2-c2cccc(NS(=O)(=O)c3cc(F)ccc3F)c2F)n1. As a reaction SMILES: [C:1](#[N:2])[c:3]1[n:4][cH:5][cH:6][c:7](-[c:9]2[c:10](-[c:20]3[c:21]([F:38])[c:22]([NH:26][S:27](=[O:28])(=[O:29])[c:30]4[c:31]([F:37])[cH:32][cH:33][c:34]([F:36])[cH:35]4)[cH:23][cH:24][cH:25]3)[n:11][c:12]([N:14]3[CH2:15][CH2:16][O:17][CH2:18][CH2:19]3)[s:13]2)[n:8]1.[CH3:39][CH:40]([CH2:41][AlH:42][CH2:43][CH:44]([CH3:45])[CH3:46])[CH3:47].[Cl:48][CH2:49][Cl:50]>>[CH2:1]([NH2:2])[c:3]1[n:4][cH:5][cH:6][c:7](-[c:9]2[c:10](-[c:20]3[c:21]([F:38])[c:22]([NH:26][S:27](=[O:28])(=[O:29])[c:30]4[c:31]([F:37])[cH:32][cH:33][c:34]([F:36])[cH:35]4)[cH:23][cH:24][cH:25]3)[n:11][c:12]([N:14]3[CH2:15][CH2:16][O:17][CH2:18][CH2:19]3)[s:13]2)[n:8]1. The reactants are Cl.CC1=CC=C(CC2CCNCC2)C=C1 (4-(4-methylbenzyl)piperidine hydrochloride), ClC1=CC=C(OCCBr)C=C1 (2-(4-chlorophenoxy)ethyl bromide), C(=O)([O-])[O-].[K+].[K+] (K2CO3). Solvent: CC#N (CH3CN). Yields the product Cl.ClC1=CC=C(OCCN2CCC(CC2)CC2=CC=C(C=C2)C)C=C1 (1-(2-(4-Chlorophenoxy)ethyl)-4-(4-methylbenzyl)piperidine hydrochloride). Reaction SMILES: Cl.[CH3:2][C:3]1[CH:15]=[CH:14][C:6]([CH2:7][CH:8]2[CH2:13][CH2:12][NH:11][CH2:10][CH2:9]2)=[CH:5][CH:4]=1.[Cl:16][C:17]1[CH:26]=[CH:25][C:20]([O:21][CH2:22][CH2:23]Br)=[CH:19][CH:18]=1.C([O-])([O-])=O.[K+].[K+]>CC#N>[ClH:16].[Cl:16][C:17]1[CH:26]=[CH:25][C:20]([O:21][CH2:22][CH2:23][N:11]2[CH2:12][CH2:13][CH:8]([CH2:7][C:6]3[CH:5]=[CH:4][C:3]([CH3:2])=[CH:15][CH:14]=3)[CH2:9][CH2:10]2)=[CH:19][CH:18]=1 |f:0.1,3.4.5,7.8|. Reported procedure: The title compound was prepared from 4-(4-methylbenzyl)piperidine hydrochloride (600 mg, 2.66 mmol), 2-(4-chlorophenoxy)ethyl bromide (658 mg, 2.79 mmol) and K2CO3 (754 mg, 5.45 mmol) in CH3CN (50 mL) as colorless flakes (661 mg): mp 201-203° C.; 1H NMR (CDCl3) 1.60-2.12 (m, 5H), 2.31 (s, 3H), 2.58 (d, J=7.2 Hz, 2H), 2.63-2.82 (m, 2H), 3.20-3.50 (m, 2H), 3.58-3.70 (m, 2H), 4.53 (t, J=4.2 Hz, 2H), 6.80 (d, J=9.3 Hz, 2H), 7.00 (d, J=7.5 Hz, 2H), 7.09 (d, J=7.8 Hz, 2H), 7.24 (d, J=8.7 Hz, 2H), 12.6...